Dataset: the Open Reaction Database (ORD), a public repository of structured organic reaction records. Task: describe an organic reaction: reactants, conditions, products, and yield The reactants are N1CCCCC1 (piperidine), O=C1N(C2=CC=CC=C2C12C1=C(OC2)C=C2OCCC2=C1)CC=1C=C(C(=O)O)C=CC1 (3-[(2′-oxo-5,6-dihydrospiro[benzo[1,2-b:5,4-b′]difuran-3,3′-indol]-1′(2′H)-yl)methyl]benzoic acid), C1(CCCCC1)CN (cyclohexanemethylamine), O=C1N(C2=CC=CC=C2C12C1=C(OC2)C=C2OCCC2=C1)CC1=C(C(=O)O)C=CC=C1 (2-[(2′-oxo-5,6-dihydrospiro[benzo[1,2-b:5,4-b′]difuran-3,3′-indol]-1′(2′H)-yl)methyl]benzoic acid). Yields the product N1(CCCCC1)C(=O)C1=C(CN2C(C3(C4=CC=CC=C24)C2=C(OC3)C=C3OCCC3=C2)=O)C=CC=C1 (1′-[2-(piperidin-1-ylcarbonyl)benzyl]-5,6-dihydrospiro[benzo[1,2-b:5,4-b′]difuran-3,3′-indol]-2′(1′H)-one). As a reaction SMILES: [NH:1]1[CH2:6][CH2:5][CH2:4][CH2:3][CH2:2]1.C1(CN)CCCCC1.[O:15]=[C:16]1[C:24]2([CH2:28][O:27][C:26]3[CH:29]=[C:30]4[C:34](=[CH:35][C:25]2=3)[CH2:33][CH2:32][O:31]4)[C:23]2[C:18](=[CH:19][CH:20]=[CH:21][CH:22]=2)[N:17]1[CH2:36][C:37]1[CH:45]=[CH:44][CH:43]=[CH:42][C:38]=1[C:39](O)=[O:40].O=C1C2(COC3C=C4C(=CC2=3)CCO4)C2C(=CC=CC=2)N1CC1C=C(C=CC=1)C(O)=O>>[N:1]1([C:39]([C:38]2[CH:42]=[CH:43][CH:44]=[CH:45][C:37]=2[CH2:36][N:17]2[C:18]3[C:23](=[CH:22][CH:21]=[CH:20][CH:19]=3)[C:24]3([CH2:28][O:27][C:26]4[CH:29]=[C:30]5[C:34](=[CH:35][C:25]3=4)[CH2:33][CH2:32][O:31]5)[C:16]2=[O:15])=[O:40])[CH2:6][CH2:5][CH2:4][CH2:3][CH2:2]1. Procedure: Following the procedure as described in EXAMPLE 12 and making non-critical variations using piperidine to replace cyclohexanemethylamine, and 2-[(2′-oxo-5,6-dihydrospiro[benzo[1,2-b:5,4-b′]difuran-3,3′-indol]-1′(2′H)-yl)methyl]benzoic acid to replace 3-[(2′-oxo-5,6-dihydrospiro[benzo[1,2-b:5,4-b′]difuran-3,3′-indol]-1′(2′H)-yl)methyl]benzoic acid, 1′-[2-(piperidin-1-ylcarbonyl)benzyl]-5,6-dihydrospiro[benzo[1,2-b:5,4-b′]difuran-3,3′-indol]-2′(1′H)-one was obtained (88%) as a colorless solid: mp ... The reactants are ClC=1C=C(C=CC1[N+](=O)[O-])C1(OCCO1)C (2-(3-chloro-4-nitrophenyl)-2-methyl-1,3-dioxolane), cuprous cyanide, CN(C=O)C (N,N-dimethylformamide), C([O-])(O)=O.[Na+] (sodium bicarbonate), C(C)(=O)OCC (ethyl acetate). Yields the product C(#N)C=1C=C(C=CC1[N+](=O)[O-])C1(OCCO1)C (2-(3-cyano-4-nitrophenyl)-2-methyl-1,3-dioxolane). As a reaction SMILES: Cl[C:2]1[CH:3]=[C:4]([C:11]2([CH3:16])[O:15][CH2:14][CH2:13][O:12]2)[CH:5]=[CH:6][C:7]=1[N+:8]([O-:10])=[O:9].C(=O)(O)[O-].[Na+].C(OCC)(=O)C.[CH3:28][N:29](C)C=O>>[C:28]([C:2]1[CH:3]=[C:4]([C:11]2([CH3:16])[O:15][CH2:14][CH2:13][O:12]2)[CH:5]=[CH:6][C:7]=1[N+:8]([O-:10])=[O:9])#[N:29] |f:1.2|. Procedure details: A mixture of 2-(3-chloro-4-nitrophenyl)-2-methyl-1,3-dioxolane (9.8 g) and cuprous cyanide (4.0 g) in N,N-dimethylformamide (20 ml) was stirred and refluxed for 11 hours. An aqueous solution of sodium bicarbonate (200 ml) and ethyl acetate (100 ml) were added to the reaction mixture. The mixture was stirred and filtered. The filtrate was separated and the organic layer was dried and evaporated. The oily residue was purified by column chromatography on silica gel (200 g) eluting with a mixture of... The reactants are N1C(=CC2=CC=CC=C12)C(=O)O (indole-2-carboxylic acid), C(=O)(N1C=NC=C1)N1C=NC=C1 (1,1'-carbonyldiimidazole), C1(=CC=CC=C1)C=1N=CN(C1)CCCN (4-phenyl-1H-imidazole-1-propanamine). Product: C1(=CC=CC=C1)C=1N=CN(C1)CCCNC(=O)C=1NC2=CC=CC=C2C1 (N-[3-(4-Phenyl-1H-imidazol-1-yl)propyl]-1H-indole-2-carboxamide). As a reaction SMILES: [NH:1]1[C:9]2[C:4](=[CH:5][CH:6]=[CH:7][CH:8]=2)[CH:3]=[C:2]1[C:10]([OH:12])=O.C(N1C=CN=C1)(N1C=CN=C1)=O.[C:25]1([C:31]2[N:32]=[CH:33][N:34]([CH2:36][CH2:37][CH2:38][NH2:39])[CH:35]=2)[CH:30]=[CH:29][CH:28]=[CH:27][CH:26]=1>>[C:25]1([C:31]2[N:32]=[CH:33][N:34]([CH2:36][CH2:37][CH2:38][NH:39][C:10]([C:2]3[NH:1][C:9]4[C:4]([CH:3]=3)=[CH:5][CH:6]=[CH:7][CH:8]=4)=[O:12])[CH:35]=2)[CH:26]=[CH:27][CH:28]=[CH:29][CH:30]=1. Reported procedure: The compound of this Example is obtained when indole-2-carboxylic acid is reacted with 1,1'-carbonyldiimidazole and 4-phenyl-1H-imidazole-1-propanamine by the procedure of Example 33. The reactants are IC1=C(C(=O)O)C=C(C=C1)N1C(C=CC=C1)=O (2-iodo-5-(2-oxopyridin-1(2H)-yl)benzoic acid), OCC=1N=CNC1 (4-hydroxymethylimidazole), OC=1C=CC=C2C=CC=NC12 (8-hydroxyquinoline), C(=O)([O-])[O-].[K+].[K+] (K2CO3). Reagents/catalysts: [Cu]I (CuI). Solvent: CS(=O)C (DMSO). Conditions: temperature 130 celsius. Yields the product OCC=1N=CN(C1)C1=C(C(=O)O)C=C(C=C1)N1C(C=CC=C1)=O (2-(4-(hydroxymethyl)-1H-imidazol-1-yl)-5-(2-oxopyridin-1(2H)-yl)benzoic acid). As a reaction SMILES: I[C:2]1[CH:10]=[CH:9][C:8]([N:11]2[CH:16]=[CH:15][CH:14]=[CH:13][C:12]2=[O:17])=[CH:7][C:3]=1[C:4]([OH:6])=[O:5].[OH:18][CH2:19][C:20]1[N:21]=[CH:22][NH:23][CH:24]=1.OC1C=CC=C2C=1N=CC=C2.C([O-])([O-])=O.[K+].[K+]>CS(C)=O.[Cu]I>[OH:18][CH2:19][C:20]1[N:21]=[CH:22][N:23]([C:2]2[CH:10]=[CH:9][C:8]([N:11]3[CH:16]=[CH:15][CH:14]=[CH:13][C:12]3=[O:17])=[CH:7][C:3]=2[C:4]([OH:6])=[O:5])[CH:24]=1 |f:3.4.5|. Procedure: A mixture of 2-iodo-5-(2-oxopyridin-1(2H)-yl)benzoic acid prepared above (220 mg, 0.65 mmol), 4-hydroxymethylimidazole II-1 (126 mg, 1.29 mmol), 8-hydroxyquinoline (19 mg, 0.13 mmol) and K2CO3 (290 mg, 2.10 mmol) in DMSO (2 mL) was degassed with Ar before being charged with CuI (25 mg, 0.13 mmol). The mixture in a sealed tube was heated at 130° C. overnight. It was then purified by HPLC to give 2-(4-(hydroxymethyl)-1H-imidazol-1-yl)-5-(2-oxopyridin-1(2H)-yl)benzoic acid (92 mg). MS 312.1 (M+H). Reactants: COC=1C=C2C(=CC(=NC2=CC1)O)NC1=CC(=C(C=C1)Cl)Cl (6-Methoxy-2-hydroxy-4-(3,4-dichlorophenyl)aminoquinoline), O=P(Cl)(Cl)Cl (POCl3). Product: COC=1C=C2C(=CC(=NC2=CC1)Cl)NC1=CC(=C(C=C1)Cl)Cl (6-Methoxy-2-chloro-4-(3,4-dichlorophenyl)aminoquinoline). Yield: 61.0%. RXN SMILES: [CH3:1][O:2][C:3]1[CH:4]=[C:5]2[C:10](=[CH:11][CH:12]=1)[N:9]=[C:8](O)[CH:7]=[C:6]2[NH:14][C:15]1[CH:20]=[CH:19][C:18]([Cl:21])=[C:17]([Cl:22])[CH:16]=1.O=P(Cl)(Cl)[Cl:25]>>[CH3:1][O:2][C:3]1[CH:4]=[C:5]2[C:10](=[CH:11][CH:12]=1)[N:9]=[C:8]([Cl:25])[CH:7]=[C:6]2[NH:14][C:15]1[CH:20]=[CH:19][C:18]([Cl:21])=[C:17]([Cl:22])[CH:16]=1. Procedure details: Prepared using general procedure 3; 6-Methoxy-2-hydroxy-4-(3,4-dichlorophenyl)aminoquinoline (1.05 g, 3.13 mmol) and 26 mL of POCl3 were heated to 120° C. for 4 h. Isolation afforded 0.685 g of material (1.94 mmol, 61%). Starting materials: FC(C1=CC(=NN1)N)(F)F (5-(Trifluoromethyl)-1H-pyrazol-3-amine), CN(CCCN=C=NCC)C (N-(3-dimethylaminopropyl)-N′-ethylcarbodiimide), ClC1=CC=C(C(=O)NC(NC2=CC(=CC(=C2)F)Cl)=S)C=C1 (4-chloro-N-((3-chloro-5-fluorophenyl)carbamothioyl)benzamide). The solvent is [Cl-].[Na+] (sodium chloride), CC(C)(C)OC (TBME). Run at temperature 50 celsius, time 3 hour. Yields the product ClC1=CC=C(C(=O)N=C(NC2=NNC(=C2)C(F)(F)F)NC2=CC(=CC(=C2)F)Cl)C=C1 (4-Chloro-N-(((3-Chloro-5-Fluorophenyl)Amino)((5-(Trifluoromethyl)-1H-Pyrazol-3-Yl)Amino)Methylene)Benzamide). Isolated yield 57.0%. As a reaction SMILES: [Cl:1][C:2]1[CH:21]=[CH:20][C:5]([C:6]([NH:8][C:9](=S)[NH:10][C:11]2[CH:16]=[C:15]([F:17])[CH:14]=[C:13]([Cl:18])[CH:12]=2)=[O:7])=[CH:4][CH:3]=1.[F:22][C:23]([F:31])([F:30])[C:24]1[NH:28][N:27]=[C:26]([NH2:29])[CH:25]=1.CN(C)CCCN=C=NCC>CC(OC)(C)C.[Cl-].[Na+]>[Cl:1][C:2]1[CH:21]=[CH:20][C:5]([C:6]([N:8]=[C:9]([NH:10][C:11]2[CH:16]=[C:15]([F:17])[CH:14]=[C:13]([Cl:18])[CH:12]=2)[NH:29][C:26]2[CH:25]=[C:24]([C:23]([F:31])([F:30])[F:22])[NH:28][N:27]=2)=[O:7])=[CH:4][CH:3]=1 |f:4.5|. Procedure details: A suspension of 4-chloro-N-((3-chloro-5-fluorophenyl)carbamothioyl)benzamide (20.5 g, 59.7 mmol) in TBME (500 mL) was heated to 50° C. 5-(Trifluoromethyl)-1H-pyrazol-3-amine (10.8 g, 71.7 mmol, 1.20 equiv) and N-(3-dimethylaminopropyl)-N′-ethylcarbodiimide (EDC) (17.6 g, 89.6 mmol, 1.50 equiv) were added. The resulting reaction mixture was stirred at 40° C. for 3 hr and then diluted with a saturated aqueous sodium chloride solution (0.5 L). The organic layer of the resulting mixture was isolated... Reactants: [H][H] (hydrogen), COCC(C)OC(C1=C(C=C(C=C1)[N+](=O)[O-])[N+](=O)[O-])=O ((1-methoxy-2-propyl)-2,4-dinitrobenzoate), [H][H] (Hydrogen). The reagents and catalysts are [Pd] (palladium on carbon). Solvent: CO (methanol). Yields the product COCC(C)OC(C1=C(C=C(C=C1)N)N)=O ((1-methoxy-2-propyl)-2,4-diaminobenzoate). Yield: 93.9%. Reaction SMILES: [CH3:1][O:2][CH2:3][CH:4]([O:6][C:7](=[O:20])[C:8]1[CH:13]=[CH:12][C:11]([N+:14]([O-])=O)=[CH:10][C:9]=1[N+:17]([O-])=O)[CH3:5].[H][H]>[Pd].CO>[CH3:1][O:2][CH2:3][CH:4]([O:6][C:7](=[O:20])[C:8]1[CH:13]=[CH:12][C:11]([NH2:14])=[CH:10][C:9]=1[NH2:17])[CH3:5]. Reported procedure: A 500 ml Parr Shaker was charged with 75.6 g of (1-methoxy-2-propyl)-2,4-dinitrobenzoate, 200 ml methanol, and 1.5 g of a 5% palladium on carbon/50% water catalyst. The mixture was hydrogenated at 50 psi hydrogen pressure while maintaining the temperature below 50° C. Hydrogen uptake ceased after 4 hrs. The mixture was cooled, filtered, and the methanol removed under reduced pressure to give 56 g of (1-methoxy-2-propyl)-2,4-diaminobenzoate, a brown viscous liquid.